Dataset: the Open Reaction Database (ORD), a public repository of structured organic reaction records. Task: describe an organic reaction: reactants, conditions, products, and yield The reactants are ClC1=CC=C(C=N1)CN(C(OC(C)(C)C)=O)CCC(C1OC(C=C1N1CCCC1)=O)O (tert-butyl [(6-chloropyridin-3-yl)methyl][3-hydroxy-3-(5-oxo-3-pyrrolidin-1-yl-2,5-dihydrofuran-2-yl)propyl]carbamate). Solvent: ClCCl (dichloromethane), FC(C(=O)O)(F)F (trifluoroacetic acid). Conditions: temperature 100 celsius, time 2 hour. Yields the product ClC1=CC=C(C=N1)CN1C=2C(C(CC1)O)OC(C2)=O (4-[(6-chloropyridin-3-yl)methyl]-7-hydroxy-5,6,7,7a-tetrahydrofuro-[3,2-b]pyridin-2(4H)-one). Isolated yield 6.1%. As a reaction SMILES: [Cl:1][C:2]1[N:7]=[CH:6][C:5]([CH2:8][N:9]([CH2:17][CH2:18][CH:19]([OH:31])[CH:20]2[C:24](N3CCCC3)=[CH:23][C:22](=[O:30])[O:21]2)C(=O)OC(C)(C)C)=[CH:4][CH:3]=1>ClCCl.FC(F)(F)C(O)=O>[Cl:1][C:2]1[N:7]=[CH:6][C:5]([CH2:8][N:9]2[CH2:17][CH2:18][CH:19]([OH:31])[CH:20]3[O:21][C:22](=[O:30])[CH:23]=[C:24]23)=[CH:4][CH:3]=1. Procedure: At room temperature, 176 mg (0.35 mmol) of tert-butyl [(6-chloropyridin-3-yl)methyl][3-hydroxy-3-(5-oxo-3-pyrrolidin-1-yl-2,5-dihydrofuran-2-yl)propyl]carbamate (cf. V-2) are stirred in a mixture of 7 ml of dichloromethane and 3.5 ml of trifluoroacetic acid for one hour. After concentration under reduced pressure, 10.5 ml of acetic acid are added to the residue, and the mixture is stirred at 100° C. for two hours. After concentration under reduced pressure, the residue is purified by column chro... The reactants are O=[N+]([O-])c1cc(OCc2ccccc2)c(C2CCCC2)cc1C(F)(F)F, CCO, Cl. Yields the product Nc1cc(OCc2ccccc2)c(C2CCCC2)cc1C(F)(F)F. As a reaction SMILES: [CH2:1]([c:2]1[cH:3][cH:4][cH:5][cH:6][cH:7]1)[O:8][c:9]1[c:10]([CH:22]2[CH2:23][CH2:24][CH2:25][CH2:26]2)[cH:11][c:12]([C:18]([F:19])([F:20])[F:21])[c:13]([N+:15]([O-:16])=[O:17])[cH:14]1.[CH3:28][CH2:29][OH:30].[ClH:27]>>[CH2:1]([c:2]1[cH:3][cH:4][cH:5][cH:6][cH:7]1)[O:8][c:9]1[c:10]([CH:22]2[CH2:23][CH2:24][CH2:25][CH2:26]2)[cH:11][c:12]([C:18]([F:19])([F:20])[F:21])[c:13]([NH2:15])[cH:14]1. Reactants: ClCCl.CO (dichloromethane methanol), NC(=O)N (urea), BrC=1C=C(C=CC1F)C(CC(=O)C1=CC=CC=C1)=O (1-(3-bromo-4-fluorophenyl)-3-phenylpropane-1,3-dione), NC(=O)N (urea), Cl (hydrogen chloride). The solvent is O1CCOCC1 (dioxane), C(C)O (ethanol). Run at temperature 110 celsius. Product: BrC=1C=C(C=CC1F)C1=NC(NC(=C1)C1=CC=CC=C1)=O (4-(3-bromo-4-fluorophenyl)-6-phenylpyrimidin-2(1H)-one). Isolated yield 56.7%. Reaction SMILES: [Br:1][C:2]1[CH:3]=[C:4]([C:9](=O)[CH2:10][C:11]([C:13]2[CH:18]=[CH:17][CH:16]=[CH:15][CH:14]=2)=O)[CH:5]=[CH:6][C:7]=1[F:8].[NH2:20][C:21]([NH2:23])=[O:22].Cl.ClCCl.CO>O1CCOCC1.C(O)C>[Br:1][C:2]1[CH:3]=[C:4]([C:9]2[CH:10]=[C:11]([C:13]3[CH:18]=[CH:17][CH:16]=[CH:15][CH:14]=3)[NH:23][C:21](=[O:22])[N:20]=2)[CH:5]=[CH:6][C:7]=1[F:8] |f:3.4|. Procedure: A solution of 1-(3-bromo-4-fluorophenyl)-3-phenylpropane-1,3-dione (1.08 g, 3.37 mmol), urea (2.03 g, 33.7 mmol) and 4.0 M hydrogen chloride in dioxane (8.4 mL) in ethanol (11 mL) was heated for 48 hours at 110° C. The mixture was then concentrated and taken back into 10 mL 4.0M hydrogen chloride in dioxane. An additional 2.0 g (33 mmol) of urea was added and the solution was again heated for 12 hours at 110° C. The resultant solution was partitioned between 10:1 ethyl acetate/methanol, and satu... The reactants are CO, N, Cc1ccc(S(=O)(=O)N2CC2CC2(O)CCCCC2)cc1. Product: Cc1ccc(S(=O)(=O)NC(CN)CC2(O)CCCCC2)cc1. Reaction SMILES: [CH3:23][OH:24].[NH3:22].[S:1](=[O:2])(=[O:3])([c:4]1[cH:5][cH:6][c:7]([CH3:8])[cH:9][cH:10]1)[N:11]1[CH:12]([CH2:14][C:15]2([OH:21])[CH2:16][CH2:17][CH2:18][CH2:19][CH2:20]2)[CH2:13]1>>[S:1](=[O:2])(=[O:3])([c:4]1[cH:5][cH:6][c:7]([CH3:8])[cH:9][cH:10]1)[NH:11][CH:12]([CH2:13][NH2:22])[CH2:14][C:15]1([OH:21])[CH2:16][CH2:17][CH2:18][CH2:19][CH2:20]1.